From a dataset of the Open Reaction Database (ORD), a public repository of structured organic reaction records. describe an organic reaction: reactants, conditions, products, and yield As a reaction SMILES: Br.[NH:2]=[C:3]1[N:7]([C:8]2[CH:9]=[C:10]([CH:15]=[CH:16][CH:17]=2)[NH:11][C:12](=[O:14])[CH3:13])[CH:6]=[CH:5][S:4]1.[C:18]([O-:21])(=O)[CH3:19].[K+].[C:23](OC(=O)C)(=O)[CH3:24].C(O)(=[O:32])C>>[C:18]([NH:2][CH:3]1[N:7]([CH2:8][C:17]([C:16]2[CH:15]=[C:10]([CH:9]=[CH:23][CH:24]=2)[NH:11][C:12](=[O:14])[CH3:13])=[O:32])[CH:6]=[CH:5][S:4]1)(=[O:21])[CH3:19] |f:0.1,2.3|. Product: C(C)(=O)NC1SC=CN1CC(=O)C=1C=C(NC(C)=O)C=CC1 (3'-[2-(acetylamino)-4-thiazolin-3-yl]acetyl acetanilide). The reactants are Br.N=C1SC=CN1C=1C=C(NC(C)=O)C=CC1 (3'-[2-imino-4-thiazolin-3-yl)acetanilide hydrobromide), C(C)(=O)O (acetic acid), C(C)(=O)[O-].[K+] (potassium acetate), C(C)(=O)OC(C)=O (acetic anhydride). Procedure: A mixture of 35.6 g. (0.10 mole) of 3'-[2-imino-4-thiazolin-3-yl)acetanilide hydrobromide, (Example 2) 11.8 g. (0.12 mole) of potassium acetate, 150 ml. of acetic anhydride and 150 ml. of acetic acid is stirred at reflux for 1 hour. The mixture is cooled to 50° C., filtered, and the filtrate evaporated at reduced pressure. The residue is azeotroped with toluene, then triturated with 2-propanol and filtered to give 25.8 g. of crude product, which on recrystallization from aqueous acetic acid give... Conditions: temperature 50 celsius.